This data is from the Open Reaction Database (ORD), a public repository of structured organic reaction records. The task is: describe an organic reaction: reactants, conditions, products, and yield The reactants are C(C)(C)C1=C(SC2=C1C=CC(=C2)C(F)(F)F)CO (3-isopropyl-6-(trifluoromethyl)-benzothiophene-2-methanol), S(=O)(Cl)Cl (thionyl chloride). Run in C1=CC=CC=C1 (benzene), C1=CC=CC=C1 (benzene). Reaction conditions: time 3 hour. Yields the product ClCC=1SC2=C(C1C(C)C)C=CC(=C2)C(F)(F)F (2-Chloromethyl-3-isopropyl-6-(trifluoromethyl)-benzothiophene). The yield is 69.9%. RXN SMILES: [CH:1]([C:4]1[C:8]2[CH:9]=[CH:10][C:11]([C:13]([F:16])([F:15])[F:14])=[CH:12][C:7]=2[S:6][C:5]=1[CH2:17]O)([CH3:3])[CH3:2].S(Cl)([Cl:21])=O>C1C=CC=CC=1>[Cl:21][CH2:17][C:5]1[S:6][C:7]2[CH:12]=[C:11]([C:13]([F:16])([F:15])[F:14])[CH:10]=[CH:9][C:8]=2[C:4]=1[CH:1]([CH3:3])[CH3:2]. Procedure: To a solution of 3-isopropyl-6-(trifluoromethyl)-benzothiophene-2-methanol (obtained in Example 12(4), 878 mg, 3.20 mmol) in benzene (27 mL) was added dropwise a solution of thionyl chloride (0.28 mL, 3.8 mmol) in benzene (5 mL) under cooling with ice. The mixture was stirred for 3 hours at room temperature. After the solvent was removed under reduced pressure, the residue was purified by chromatography on silica gel (hexane/ethyl acetate, 10:1) to give the titled compound as a pale yellow oil (... Run at temperature 55 celsius, time 6 hour. The solvent is C(Cl)Cl (methylene chloride). Reaction SMILES: [CH2:1]([O:8][C:9](=[O:22])[C@@H:10]([CH:19]([CH3:21])[CH3:20])[NH:11]C(OC(C)(C)C)=O)[C:2]1[CH:7]=[CH:6][CH:5]=[CH:4][CH:3]=1.[F:23][C:24]([F:29])([F:28])[C:25]([OH:27])=[O:26]>C(Cl)Cl>[F:23][C:24]([F:29])([F:28])[C:25]([OH:27])=[O:26].[CH2:1]([O:8][C:9](=[O:22])[C@@H:10]([CH:19]([CH3:20])[CH3:21])[NH2:11])[C:2]1[CH:7]=[CH:6][CH:5]=[CH:4][CH:3]=1 |f:3.4|. Starting materials: C(C1=CC=CC=C1)OC([C@H](NC(=O)OC(C)(C)C)C(C)C)=O (N-Tert-butoxycarbonyl-D-valine benzyl ester), FC(C(=O)O)(F)F (trifluoroacetic acid). Procedure: N-Tert-butoxycarbonyl-D-valine benzyl ester (70.7 g, 0.23 mol) was dissolved in a mixture of trifluoroacetic acid and methylene chloride (150 mL in 1:4 ratio) and the reaction mixture was heated at 50-60° C. After 6 h, the reaction mixture was concentrated to give D-valine benzyl ester trifluoroacetic acid salt (156.8 g) as a viscous oil which was converted to the free amine just prior to use. Product: FC(C(=O)O)(F)F.C(C1=CC=CC=C1)OC([C@H](N)C(C)C)=O (D-valine benzyl ester trifluoroacetic acid salt).